Dataset: the Open Reaction Database (ORD), a public repository of structured organic reaction records. Task: describe an organic reaction: reactants, conditions, products, and yield Reactants: CC#N, Cl, Cl[Cu], O=N[O-], CCOC(=O)C(CC1CC1)c1cc(OCC2CC2)c(N)c(-c2ccc(C(F)(F)F)cc2)c1, [Na+], O, O. Yields the product CCOC(=O)C(CC1CC1)c1cc(OCC2CC2)c(Cl)c(-c2ccc(C(F)(F)F)cc2)c1. As a reaction SMILES: [CH3:37][C:38]#[N:39].[ClH:41].[Cu:43][Cl:44].[N:33]([O-:34])=[O:35].[NH2:1][c:2]1[c:3]([O:28][CH2:29][CH:30]2[CH2:31][CH2:32]2)[cH:4][c:5]([CH:18]([C:19](=[O:20])[O:21][CH2:22][CH3:23])[CH2:24][CH:25]2[CH2:26][CH2:27]2)[cH:6][c:7]1-[c:8]1[cH:9][cH:10][c:11]([C:14]([F:15])([F:16])[F:17])[cH:12][cH:13]1.[Na+:36].[OH2:40].[OH2:42]>>[c:2]1([Cl:41])[c:3]([O:28][CH2:29][CH:30]2[CH2:31][CH2:32]2)[cH:4][c:5]([CH:18]([C:19](=[O:20])[O:21][CH2:22][CH3:23])[CH2:24][CH:25]2[CH2:26][CH2:27]2)[cH:6][c:7]1-[c:8]1[cH:9][cH:10][c:11]([C:14]([F:15])([F:16])[F:17])[cH:12][cH:13]1. Starting materials: CSc1nc(N)n(-c2ccccc2)n1, ClCCNCCCl, Cl, [H-], [Na+], CN(C)C=O. The product is CSc1nc(N2CCNCC2)n(-c2ccccc2)n1. As a reaction SMILES: [CH3:3][S:4][c:5]1[n:6][n:7](-[c:11]2[cH:12][cH:13][cH:14][cH:15][cH:16]2)[c:8]([NH2:10])[n:9]1.[Cl:18][CH2:19][CH2:20][NH:21][CH2:22][CH2:23][Cl:24].[ClH:17].[H-:1].[Na+:2].[O:25]=[CH:26][N:27]([CH3:28])[CH3:29]>>[CH3:3][S:4][c:5]1[n:6][n:7](-[c:11]2[cH:12][cH:13][cH:14][cH:15][cH:16]2)[c:8]([N:10]2[CH2:19][CH2:20][NH:21][CH2:22][CH2:23]2)[n:9]1. The reactants are O=C([O-])[O-], Oc1ccc(Oc2ccc(C(F)(F)F)cc2Cl)cc1, CC(Cl)C(=O)O, [K+], [K+], [Na+], [Na+], O=C([O-])[O-], C1COCCO1, O, Oc1ccccc1. Product: CC(Oc1ccc(Oc2ccc(C(F)(F)F)cc2Cl)cc1)C(=O)O. As a reaction SMILES: [C:20](=[O:21])([O-:22])[O-:23].[Cl:1][c:2]1[c:3]([O:4][c:5]2[cH:6][cH:7][c:8]([OH:11])[cH:9][cH:10]2)[cH:12][cH:13][c:14]([C:16]([F:17])([F:18])[F:19])[cH:15]1.[Cl:26][CH:27]([C:28](=[O:29])[OH:30])[CH3:31].[K+:24].[K+:25].[Na+:39].[Na+:40].[O-:41][C:42](=[O:43])[O-:44].[O:46]1[CH2:47][CH2:48][O:49][CH2:50][CH2:51]1.[OH2:45].[OH:32][c:33]1[cH:34][cH:35][cH:36][cH:37][cH:38]1>>[Cl:1][c:2]1[c:3]([O:4][c:5]2[cH:6][cH:7][c:8]([O:11][CH:27]([C:28](=[O:29])[OH:30])[CH3:31])[cH:9][cH:10]2)[cH:12][cH:13][c:14]([C:16]([F:17])([F:18])[F:19])[cH:15]1. The reactants are C(C)OC(=O)COC1=CC=C(NC2=NC=NC(=C2)NC2=CC(=CC=C2)C)C=C1 (4-[4'-(ethoxycarbonylmethoxy)anilino]6-(3'-methylanilino)pyrimidine), N(CCO)CCO (diethanolamine). The solvent is C(C)O (ethanol). Product: OCCN(C(=O)COC1=CC=C(NC2=NC=NC(=C2)NC2=CC(=CC=C2)C)C=C1)CCO (4-[4'-{N,N-di-(2-hydroxyethyl)carbamoylmethoxy}anilino]6-(3'-methylanilino)pyrimidine). The yield is 21.0%. Reaction SMILES: C(O[C:4]([CH2:6][O:7][C:8]1[CH:28]=[CH:27][C:11]([NH:12][C:13]2[CH:18]=[C:17]([NH:19][C:20]3[CH:25]=[CH:24][CH:23]=[C:22]([CH3:26])[CH:21]=3)[N:16]=[CH:15][N:14]=2)=[CH:10][CH:9]=1)=[O:5])C.[NH:29]([CH2:33][CH2:34][OH:35])[CH2:30][CH2:31][OH:32]>C(O)C>[OH:32][CH2:31][CH2:30][N:29]([CH2:33][CH2:34][OH:35])[C:4]([CH2:6][O:7][C:8]1[CH:28]=[CH:27][C:11]([NH:12][C:13]2[CH:18]=[C:17]([NH:19][C:20]3[CH:25]=[CH:24][CH:23]=[C:22]([CH3:26])[CH:21]=3)[N:16]=[CH:15][N:14]=2)=[CH:10][CH:9]=1)=[O:5]. Reported procedure: A mixture of 4-[4'-(ethoxycarbonylmethoxy)anilino]6-(3'-methylanilino)pyrimidine (0.30 g) and diethanolamine (0.5 g) in ethanol (10 ml) was refluxed for 8 hours. The product so obtained was chromatographed on silica to give 4-[4'-{N,N-di-(2-hydroxyethyl)carbamoylmethoxy}anilino]6-(3'-methylanilino)pyrimidine in 21% yield, m.p. 160°-162° C.;